Dataset: the Open Reaction Database (ORD), a public repository of structured organic reaction records. Task: describe an organic reaction: reactants, conditions, products, and yield Reactants: COC1=CC=C(C=C1)CCCN1C(=NC=C1)S (1-[3-(4methoxyphenyl)propyl]-2-mercaptoimidazole), B(Br)(Br)Br (BBr3), CO (methanol). The solvent is C(Cl)Cl (CH2Cl2), C(Cl)Cl (CH2Cl2). Yields the product OC1=CC=C(C=C1)CCCN1C(=NC=C1)S (1-[3-(4-hydroxyphenyl)-propyl]-2-mercaptoimidazole). Reaction SMILES: C[O:2][C:3]1[CH:8]=[CH:7][C:6]([CH2:9][CH2:10][CH2:11][N:12]2[CH:16]=[CH:15][N:14]=[C:13]2[SH:17])=[CH:5][CH:4]=1.B(Br)(Br)Br.CO>C(Cl)Cl>[OH:2][C:3]1[CH:8]=[CH:7][C:6]([CH2:9][CH2:10][CH2:11][N:12]2[CH:16]=[CH:15][N:14]=[C:13]2[SH:17])=[CH:5][CH:4]=1. Procedure details: A solution of 1.75 g (0.007 mole) of 1-[3-(4methoxyphenyl)propyl]-2-mercaptoimidazole in 60 ml of CH2Cl2 was deprotected by treatment with a solution of 7.0 g (0.028 mole) of BBr3 in 10 ml of CH2Cl2. After 1 5 hr, the reaction mixture was cooled to 0° , and methanol was cautiously added. After a vigorous reaction subsided, the solvents were evaporated. The residue was recrystallized from ethanol to give 1-[3-(4-hydroxyphenyl)-propyl]-2-mercaptoimidazole, 1.02 g (67%), mp 185° . The reactants are C(CC)OC=1C=C(C=O)C=CC1 (3-Propoxybenzaldehyde), C1(=CC=CC=C1)P(C1=CC=CC=C1)(C1=CC=CC=C1)=CC(=O)OC (methyl (triphenylphosphoranylidene)acetate), C(C)(=O)OCC (ethyl acetate). Solvent: C1(=CC=CC=C1)C (toluene). Product: C(CC)OC1=C(C=CC(=O)OCC)C=CC=C1 (ethyl 2-propoxycinnamate). As a reaction SMILES: [CH2:1]([O:4][C:5]1[CH:6]=[C:7]([CH:10]=[CH:11][CH:12]=1)C=O)[CH2:2][CH3:3].[C:13]1(P(=CC(OC)=O)(C2C=CC=CC=2)C2C=CC=CC=2)C=CC=CC=1.[C:37]([O:40][CH2:41][CH3:42])(=[O:39])[CH3:38]>C1(C)C=CC=CC=1>[CH2:1]([O:4][C:5]1[CH:12]=[CH:11][CH:10]=[CH:7][C:6]=1[CH:13]=[CH:38][C:37]([O:40][CH2:41][CH3:42])=[O:39])[CH2:2][CH3:3]. Procedure details: 3-Propoxybenzaldehyde (15.47 g) and methyl (triphenylphosphoranylidene)acetate was suspended in toluene (150 ml), and the resulting suspension was heated at reflux for 2 hours. The reaction mixture was diluted with ethyl acetate and was washed respectively with water and an aqueous saturated solution of sodium chloride, and the organic layer was dried with anhydrous magnesium sulfate. After concentration under reduced pressure to remove the solvent, the precipitated triphenylphosphine oxide was ... Reactants: COCC(=O)O (2-methoxyacetic acid), C(C(C)N)N (Propane-1,2-diamine). Run in C1(=CC=CC=C1)C (toluene). Conditions: temperature 130 celsius, time 8 hour. Yields the product COCC=1NCC(N1)C (2-(Methoxymethyl)-4-methyl-4,5-dihydro-1H-imidazole). RXN SMILES: [CH3:1][O:2][CH2:3][C:4](O)=O.[CH2:7]([NH2:11])[CH:8]([NH2:10])[CH3:9]>C1(C)C=CC=CC=1>[CH3:1][O:2][CH2:3][C:4]1[NH:11][CH2:7][CH:8]([CH3:9])[N:10]=1. Procedure details: Into a 500-mL round-bottom flask, was placed a solution of 2-methoxyacetic acid (20 g, 222.0 mmol) in toluene (200 mL). Propane-1,2-diamine (50 g, 674.5 mmol) was added to the reaction. The reaction mixture was stirred overnight at 130° C., then concentrated under reduced pressure. This resulted in 25 g (crude) of the title compound as a yellow oil.